The task is: describe an organic reaction: reactants, conditions, products, and yield. This data is from the Open Reaction Database (ORD), a public repository of structured organic reaction records. The reactants are [Li+], CCOC(=O)c1cc2cccc([N+](=O)[O-])c2[nH]1, C1CCOC1, [OH-], O, O. The product is O=C(O)c1cc2cccc([N+](=O)[O-])c2[nH]1. RXN SMILES: [Li+:20].[N+:1](=[O:2])([O-:3])[c:4]1[cH:5][cH:6][cH:7][c:8]2[cH:9][c:10]([C:13](=[O:14])[O:15][CH2:16][CH3:17])[nH:11][c:12]12.[O:21]1[CH2:22][CH2:23][CH2:24][CH2:25]1.[OH-:19].[OH2:18].[OH2:26]>>[N+:1](=[O:2])([O-:3])[c:4]1[cH:5][cH:6][cH:7][c:8]2[cH:9][c:10]([C:13](=[O:14])[OH:15])[nH:11][c:12]12.